This data is from the Open Reaction Database (ORD), a public repository of structured organic reaction records. The task is: describe an organic reaction: reactants, conditions, products, and yield The reactants are BrCCc1cccc2ccccc12, O=C(NC1CCNCC1)c1ccccc1, CN(C)C=O, CC(C)NC(C)C, [I-], [Na+], O. Product: O=C(NC1CCN(CCc2cccc3ccccc23)CC1)c1ccccc1. Reaction SMILES: [Br:1][CH2:2][CH2:3][c:4]1[cH:5][cH:6][cH:7][c:8]2[cH:9][cH:10][cH:11][cH:12][c:13]12.[C:14]([c:15]1[cH:16][cH:17][cH:18][cH:19][cH:20]1)(=[O:21])[NH:22][CH:23]1[CH2:24][CH2:25][NH:26][CH2:27][CH2:28]1.[CH3:38][N:39]([CH3:40])[CH:41]=[O:42].[CH:29]([NH:30][CH:31]([CH3:32])[CH3:33])([CH3:34])[CH3:35].[I-:37].[Na+:36].[OH2:43]>>[CH2:2]([CH2:3][c:4]1[cH:5][cH:6][cH:7][c:8]2[cH:9][cH:10][cH:11][cH:12][c:13]12)[N:26]1[CH2:25][CH2:24][CH:23]([NH:22][C:14]([c:15]2[cH:16][cH:17][cH:18][cH:19][cH:20]2)=[O:21])[CH2:28][CH2:27]1. The reactants are [Na] (sodium), C(#N)CC(=O)OCC (ethyl cyanoacetate), FS(=O)(=O)O.C1(CCCCC1)C(=N)N (cyclohexanecarboxamidine fluorosulphonate). Solvent: C(C)O (ethanol). Conditions: temperature 0 celsius. The product is NC=1N=C(NC(C1)=O)C1CCCCC1 (4-amino-2-cyclohexylpyrimid-6-one). As a reaction SMILES: [Na].[C:2]([CH2:4][C:5](OCC)=[O:6])#[N:3].FS(O)(=O)=O.[CH:15]1([C:21]([NH2:23])=[NH:22])[CH2:20][CH2:19][CH2:18][CH2:17][CH2:16]1>C(O)C>[NH2:3][C:2]1[N:22]=[C:21]([CH:15]2[CH2:20][CH2:19][CH2:18][CH2:17][CH2:16]2)[NH:23][C:5](=[O:6])[CH:4]=1 |f:2.3,^1:0|. Procedure details: To a stirred solution of sodium (8.0 g.) in dry ethanol (150 ml.) was added ethyl cyanoacetate (12 ml.) followed after 15 minutes by crude cyclohexanecarboxamidine fluorosulphonate (10 g.). The mixture was heated under reflux for 20 hours, evaporated to half volume, water (100 ml.) was added and the pH adjusted to 6 by the addition of glacial acetic acid. After cooling to 0° C, the solid was filtered off and washed with water and acetone to give 4-amino-2-cyclohexylpyrimid-6-one (18 g.), m.p. 27... The reactants are [Br-], [C-]#N, Cc1ccc(O)c(C(C)(C)C)c1C(C)(C)C, C=O, CCCC[N+](CCCC)(CCCC)CCCC, Cc1ccc(C=C2C=CC=CC2[PH+](c2ccccc2)c2ccccc2)nc1-c1ccccn1, ClCCl, [Na+], [OH-], O, O. Product: C=Cc1ccc(C)c(-c2ccccn2)n1. RXN SMILES: [Br-:2].[C-:56]#[N:57].[C:38]([c:39]1[c:40]([CH3:41])[cH:42][cH:43][c:44]([OH:45])[c:46]1[C:47]([CH3:48])([CH3:49])[CH3:50])([CH3:51])([CH3:52])[CH3:53].[CH2:36]=[O:37].[CH2:58]([N+:59]([CH2:60][CH2:61][CH2:62][CH3:63])([CH2:64][CH2:65][CH2:66][CH3:67])[CH2:68][CH2:69][CH2:70][CH3:71])[CH2:72][CH2:73][CH3:74].[CH3:3][c:4]1[c:5](-[c:30]2[n:31][cH:32][cH:33][cH:34][cH:35]2)[n:6][c:7]([CH:10]=[C:11]2[CH:12]=[CH:13][CH:14]=[CH:15][CH:16]2[PH+:17]([c:18]2[cH:19][cH:20][cH:21][cH:22][cH:23]2)[c:24]2[cH:25][cH:26][cH:27][cH:28][cH:29]2)[cH:8][cH:9]1.[Cl:76][CH2:77][Cl:78].[Na+:55].[OH-:54].[OH2:1].[OH2:75]>>[CH3:3][c:4]1[c:5](-[c:30]2[n:31][cH:32][cH:33][cH:34][cH:35]2)[n:6][c:7]([CH:10]=[CH2:11])[cH:8][cH:9]1. Reactants: CCOC(Cn1c(Cc2ccccc2)n[nH]c1=S)OCC, C[O-], CI, CO, [Na+]. Product: CCOC(Cn1c(Cc2ccccc2)nnc1SC)OCC. Reaction SMILES: [CH2:1]([c:2]1[cH:3][cH:4][cH:5][cH:6][cH:7]1)[c:8]1[n:9][nH:10][c:11](=[S:21])[n:12]1[CH2:13][CH:14]([O:15][CH2:16][CH3:17])[O:18][CH2:19][CH3:20].[CH3:22][O-:23].[CH3:25][I:26].[CH3:27][OH:28].[Na+:24]>>[CH2:1]([c:2]1[cH:3][cH:4][cH:5][cH:6][cH:7]1)[c:8]1[n:9][n:10][c:11]([S:21][CH3:22])[n:12]1[CH2:13][CH:14]([O:15][CH2:16][CH3:17])[O:18][CH2:19][CH3:20]. Yields the product FC(C(=O)O)(F)F.NC1=CC=C(C=N1)C1=C(C=C(C=C1)C=1C(=CC=CC1)S(=O)(=O)N)F (4′-(6-Aminopyridin-3-yl)-3′-fluoro-[1,1′-biphenyl]-2-sulfonamide trifluoroacetate). The reactants are NC1=CC=C(C=N1)C1=C(C=C(C=C1)C=1C(=CC=CC1)S(=O)(=O)NC(C)(C)C)F (4′-(6-aminopyridin-3-yl)-N-(tert-butyl)-3′-fluoro-[1,1′-biphenyl]-2-sulfonamide), C(=O)(C(F)(F)F)O (TFA). Procedure details: A mixture of 4′-(6-aminopyridin-3-yl)-N-(tert-butyl)-3′-fluoro-[1,1′-biphenyl]-2-sulfonamide (55 mg, 0.14 mmol) and TFA (1 mL) was heated to 50° Celsius for 1.5 h. Reaction conditions: temperature 50 celsius. As a reaction SMILES: [NH2:1][C:2]1[N:7]=[CH:6][C:5]([C:8]2[CH:13]=[CH:12][C:11]([C:14]3[C:15]([S:20]([NH:23]C(C)(C)C)(=[O:22])=[O:21])=[CH:16][CH:17]=[CH:18][CH:19]=3)=[CH:10][C:9]=2[F:28])=[CH:4][CH:3]=1.[C:29]([OH:35])([C:31]([F:34])([F:33])[F:32])=[O:30]>>[F:32][C:31]([F:34])([F:33])[C:29]([OH:35])=[O:30].[NH2:1][C:2]1[N:7]=[CH:6][C:5]([C:8]2[CH:13]=[CH:12][C:11]([C:14]3[C:15]([S:20]([NH2:23])(=[O:22])=[O:21])=[CH:16][CH:17]=[CH:18][CH:19]=3)=[CH:10][C:9]=2[F:28])=[CH:4][CH:3]=1 |f:2.3|. Starting materials: CC(=O)OC(C)=O, Fc1ccc(-c2cc3ccc(C(F)(F)F)cn3n2)cc1, [Na+], [OH-], O, O=S(=O)(O)O. Yields the product CC(=O)c1c(-c2ccc(F)cc2)nn2cc(C(F)(F)F)ccc12. As a reaction SMILES: [CH3:21][C:22](=[O:23])[O:24][C:25](=[O:26])[CH3:27].[F:1][c:2]1[cH:3][cH:4][c:5](-[c:8]2[n:9][n:10]3[c:11]([cH:12][cH:13][c:14]([C:16]([F:17])([F:18])[F:19])[cH:15]3)[cH:20]2)[cH:6][cH:7]1.[Na+:34].[OH-:33].[OH2:35].[S:28](=[O:29])(=[O:30])([OH:31])[OH:32]>>[F:1][c:2]1[cH:3][cH:4][c:5](-[c:8]2[n:9][n:10]3[c:11]([cH:12][cH:13][c:14]([C:16]([F:17])([F:18])[F:19])[cH:15]3)[c:20]2[C:22]([CH3:21])=[O:23])[cH:6][cH:7]1. The reactants are C(C)C1=C(N)C(=CC=C1)CC (2,6-diethylaniline), C1(=CC=C(C=C1)S(=O)(=O)Cl)C (p-toluenesulfonyl chloride), N1=CC=CC=C1 (pyridine), Cl (hydrochloric acid). Run at time 8 hour. The product is C(C)C1=C(C(=CC=C1)CC)C1=C(C=CC(=C1)S(=O)(=O)N)C (2,6-diethylphenyl-p-toluenesulfonamide). RXN SMILES: [CH2:1]([C:3]1[CH:9]=[CH:8][CH:7]=[C:6]([CH2:10][CH3:11])[C:4]=1N)[CH3:2].[C:12]1([CH3:22])[CH:17]=[CH:16][C:15]([S:18](Cl)(=[O:20])=[O:19])=[CH:14][CH:13]=1.Cl.[N:24]1C=CC=CC=1>>[CH2:1]([C:3]1[CH:9]=[CH:8][CH:7]=[C:6]([CH2:10][CH3:11])[C:4]=1[C:13]1[CH:14]=[C:15]([S:18]([NH2:24])(=[O:20])=[O:19])[CH:16]=[CH:17][C:12]=1[CH3:22])[CH3:2]. Procedure: To 29.85 g (0.200 mol) of 2,6-diethylaniline in 100 ml of pyridine was added 41.94 g (0.220 mol) of p-toluenesulfonyl chloride in portions at 10° to 4° C. The reaction mixture was stirred overnight, poured into 1 l of 10% hydrochloric acid, filtered, washed three times with water, dissolved in CHCl3, dried over MgSO4, and evaporated to dryness to yield 61.48 g (101.3%) of crude product. A portion (46.3 g) was recrystallized from cyclohexane to yield 33.1 g of 2,6-diethylphenyl-p-toluenesulfonami...